This data is from the Open Reaction Database (ORD), a public repository of structured organic reaction records. The task is: describe an organic reaction: reactants, conditions, products, and yield The reactants are C(#N)[BH3-].[Na+] (Sodium cyanoborohydride), C(C)(=O)O (acetic acid), C(C)C(CC)N (1-Ethylpropylamine), ClC=1N=C(NC1CC)C(=O)NC1C(CN(CC1)C(=O)OC(C)(C)C)=O (tert-butyl 4-{[(4-chloro-5-ethyl-1H-imidazol-2-yl)carbonyl]amino}-3-oxopiperidine-1-carboxylate). The solvent is O1CCCC1 (tetrahydrofuran), CO (Methanol). Run at temperature 50 celsius, time 15 hour. The product is C(C)(C)(C)OC(=O)N1C[C@H]([C@@H](CC1)NC(=O)C=1NC(=C(N1)Cl)CC)NC(CC)CC.ClC=1N=C(NC1CC)C(=O)N[C@@H]1[C@@H](CN(CC1)C(=O)OC(C)(C)C)NC(CC)CC (tert-Butyl cis(±)-4-{[(4-chloro-5-ethyl-1H-imidazol-2-yl)carbonyl]amino}-3-[(1-ethylpropyl)amino]piperidine-1-carboxylate tert-Butyl trans(±)-4-{[(4-chloro-5-ethyl-1H-imidazol-2-yl)carbonyl]amino}-3-[(1-ethylpropyl)amino]piperidine-1-carboxylate). The yield is 7.0%. RXN SMILES: [CH2:1]([CH:3]([NH2:6])[CH2:4][CH3:5])[CH3:2].[Cl:7][C:8]1[N:9]=[C:10]([C:15]([NH:17][CH:18]2[CH2:23][CH2:22][N:21]([C:24]([O:26][C:27]([CH3:30])([CH3:29])[CH3:28])=[O:25])[CH2:20][C:19]2=O)=[O:16])[NH:11][C:12]=1[CH2:13][CH3:14].C([BH3-])#N.[Na+].C(O)(=O)C>O1CCCC1.CO>[C:27]([O:26][C:24]([N:21]1[CH2:22][CH2:23][C@@H:18]([NH:17][C:15]([C:10]2[NH:11][C:12]([CH2:13][CH3:14])=[C:8]([Cl:7])[N:9]=2)=[O:16])[C@H:19]([NH:6][CH:3]([CH2:4][CH3:5])[CH2:1][CH3:2])[CH2:20]1)=[O:25])([CH3:30])([CH3:29])[CH3:28].[Cl:7][C:8]1[N:9]=[C:10]([C:15]([NH:17][C@H:18]2[CH2:23][CH2:22][N:21]([C:24]([O:26][C:27]([CH3:30])([CH3:29])[CH3:28])=[O:25])[CH2:20][C@H:19]2[NH:6][CH:3]([CH2:4][CH3:5])[CH2:1][CH3:2])=[O:16])[NH:11][C:12]=1[CH2:13][CH3:14] |f:2.3,7.8|. Procedure: 1-Ethylpropylamine (124 μL, 1.06 mmol) was added to a solution of tert-butyl 4-{[(4-chloro-5-ethyl-1H-imidazol-2-yl)carbonyl]amino}-3-oxopiperidine-1-carboxylate obtained in Example (201c) (197 mg, 0.531 mmol) in tetrahydrofuran (4 mL), and the mixture was heated under reflux at 50° C. for four hours. Methanol (3 mL) was added to the reaction solution. Sodium cyanoborohydride (100 mg, 1.59 mmol) and acetic acid (304 μL, 5.31 mmol) were added, and the mixture was stirred at room temperature for 1... Starting materials: C(C1=CC=CC=C1)Br (benzyl bromide), C([O-])([O-])=O.[K+].[K+] (potassium carbonate), Cl (hydrochloric acid), CC1=CC=C(C=C1)S(=O)(=O)[N-]Cl.O.O.O.[Na+] (Chloramine-T trihydrate), [N+](=O)([O-])C1=CC=C(C=C1)O (4-nitrophenol), [I-].[Na+] (sodium iodide). Run in O (water), O (water), CN(C)C=O (DMF). Reaction conditions: time 3 hour. Product: C(C1=CC=CC=C1)OC1=C(C=C(C=C1)[N+](=O)[O-])I (2-Benzyloxy-5-nitroiodobenzene). Isolated yield 63.9%. RXN SMILES: [CH3:1][C:2]1[CH:7]=[CH:6][C:5](S([N-]Cl)(=O)=O)=[CH:4][CH:3]=1.O.O.O.[Na+].[N+:17]([C:20]1[CH:25]=[CH:24][C:23]([OH:26])=[CH:22][CH:21]=1)([O-:19])=[O:18].[I-:27].[Na+].Cl.C(Br)C1C=CC=CC=1.C(=O)([O-])[O-].[K+].[K+]>CN(C=O)C.O>[CH2:1]([O:26][C:23]1[CH:24]=[CH:25][C:20]([N+:17]([O-:19])=[O:18])=[CH:21][C:22]=1[I:27])[C:2]1[CH:7]=[CH:6][CH:5]=[CH:4][CH:3]=1 |f:0.1.2.3.4,6.7,10.11.12|. Reported procedure: Chloramine-T trihydrate (36 g, 127 mmol) was added to a mixture of 4-nitrophenol (15 g, 107 mmol) and sodium iodide (19.1 g, 127 mmol) in DMF (300 ml) at room temperature. The resulting dark red mixture was stirred at room temperature for 3 hours, poured into water (1.2 litres), acidified to pH 1 with aqueous hydrochloric acid (1M) and extracted with ethyl acetate. The organic extract was washed with sodium thiosulphate solution (10%) and brine, dried (MgSO4) and the solvent was evaporated under...